describe an organic reaction: reactants, conditions, products, and yield From a dataset of the Open Reaction Database (ORD), a public repository of structured organic reaction records. The reactants are NC1=C(C(N(C(N1C)=O)C)=O)C#N (6-amino-5-cyano-1,3-dimethyluracil), COC(N(C)C)OC (dimethylformamide dimethyl acetal). Run in CN(C=O)C (dimethylformamide). The product is C(#N)C=1C(N(C(N(C1N=CN(C)C)C)=O)C)=O (5-cyano-6-dimethylaminomethyleneamino-1,3-dimethyluracil). Isolated yield 99.5%. RXN SMILES: [NH2:1][C:2]1[N:7]([CH3:8])[C:6](=[O:9])[N:5]([CH3:10])[C:4](=[O:11])[C:3]=1[C:12]#[N:13].CO[CH:16](OC)[N:17]([CH3:19])[CH3:18]>CN(C)C=O>[C:12]([C:3]1[C:4](=[O:11])[N:5]([CH3:10])[C:6](=[O:9])[N:7]([CH3:8])[C:2]=1[N:1]=[CH:16][N:17]([CH3:19])[CH3:18])#[N:13]. Procedure details: 3.6 g (20 mmol) of 6-amino-5-cyano-1,3-dimethyluracil and 9.36 g (80 mmol) of dimethylformamide dimethyl acetal were added to 36 ml of dimethylformamide, and the reaction mixture was refluxed for 30 minutes. The solvent was removed by distillation under reduced pressure. The crude product was crystallized from ether, filtered off, and recrystallized from ethyl acetate to give 4.68 g of 5-cyano-6-dimethylaminomethyleneamino-1,3-dimethyluracil (compound 15) in a 99% yield. Yields the product N1(CCC1)S(=O)(=O)NC(C1=C(C=C(C(=C1)C1CC1)OCC1CC2CC2CC1)F)=O (N-(azetidin-1-ylsulfonyl)-4-(bicyclo[4.1.0]heptan-3-ylmethoxy)-5-cyclopropyl-2-fluorobenzamide), solid. Reactants: CS(=O)(=O)N (methanesulfonamide), N1(CCC1)S(=O)(=O)N (azetidine-1-sulfonamide), C(#N)C1(C2CC3CC(CC1C3)C2)COC2=CC(=C(C(=O)O)C=C2C2CC2)F (4-((2-cyanoadamantan-2-yl)methoxy)-5-cyclopropyl-2-fluorobenzoic acid), C12CC(CCC2C1)COC1=CC(=C(C(=O)O)C=C1C1CC1)F (4-(bicyclo[4.1.0]heptan-3-ylmethoxy)-5-cyclopropyl-2- fluorobenzoic acid). Reaction SMILES: C([C:3]1([CH2:13][O:14][C:15]2[C:23]([CH:24]3[CH2:26][CH2:25]3)=[CH:22][C:18]([C:19](O)=[O:20])=[C:17]([F:27])[CH:16]=2)[CH:10]2CC3[CH2:7][CH:8]([CH2:12][CH:4]1C3)[CH2:9]2)#N.C12CC1CCC(COC1C(C3CC3)=CC(C(O)=O)=C(F)C=1)C2.CS(N)(=O)=O.[N:55]1([S:59]([NH2:62])(=[O:61])=[O:60])[CH2:58][CH2:57][CH2:56]1>>[N:55]1([S:59]([NH:62][C:19](=[O:20])[C:18]2[CH:22]=[C:23]([CH:24]3[CH2:25][CH2:26]3)[C:15]([O:14][CH2:13][CH:3]3[CH2:10][CH2:9][CH:8]4[CH:12]([CH2:7]4)[CH2:4]3)=[CH:16][C:17]=2[F:27])(=[O:61])=[O:60])[CH2:58][CH2:57][CH2:56]1. Yield: 5.0%. Procedure: Following the procedure as described in Example 332 Step 7 and making non-critical variations to replace 4-((2-cyanoadamantan-2-yl)methoxy)-5-cyclopropyl-2-fluorobenzoic acid with 4-(bicyclo[4.1.0]heptan-3-ylmethoxy)-5-cyclopropyl-2- fluorobenzoic acid and making variations as required to replace methanesulfonamide with azetidine-1-sulfonamide, the title compound was obtained as solid (0.026 g, 5%): 1H NMR (300 MHz, CDCl3) δ 8.66 (d, J=16.5 Hz, 1H), 7.60 (d, J=9.1 Hz, 1H), 6.59 (d, J=14.5 Hz, 1H...